From a dataset of the Open Reaction Database (ORD), a public repository of structured organic reaction records. describe an organic reaction: reactants, conditions, products, and yield Starting materials: B1(N2CCC[C@@H]2C(O1)(C3=CC=CC=C3)C4=CC=CC=C4)C ((R)-(+)-2-Methyl-CBS-oxazaborolidine), [B]1OC2=CC=CC=C2O1 (catechol borane), CC=1C(=C(C2=CC=CC=C2C1)OS(=O)(=O)C(F)(F)F)C(C(=O)OCC)=O (Ethyl 2-(3-methyl-1-(trifluoromethylsulfonyloxy)naphthalen-2-yl)-2-oxoacetate). Run in C1(=CC=CC=C1)C (toluene). Run at temperature -40 celsius, time 20 minute. The product is O[C@H](C(=O)OCC)C1=C(C2=CC=CC=C2C=C1C)OS(=O)(=O)C(F)(F)F ((S)-ethyl 2-hydroxy-2-(3-methyl-1-(trifluoromethylsulfonyloxy)naphthalen-2-yl)acetate). Yield: 54.5%. RXN SMILES: [CH3:1][C:2]1[C:3]([C:20](=[O:26])[C:21]([O:23][CH2:24][CH3:25])=[O:22])=[C:4]([O:12][S:13]([C:16]([F:19])([F:18])[F:17])(=[O:15])=[O:14])[C:5]2[C:10]([CH:11]=1)=[CH:9][CH:8]=[CH:7][CH:6]=2.B1(C)OC(C2C=CC=CC=2)(C2C=CC=CC=2)[C@@H]2N1CCC2.[B]1OC2C(=CC=CC=2)O1>C1(C)C=CC=CC=1>[OH:26][C@@H:20]([C:3]1[C:2]([CH3:1])=[CH:11][C:10]2[C:5](=[CH:6][CH:7]=[CH:8][CH:9]=2)[C:4]=1[O:12][S:13]([C:16]([F:19])([F:17])[F:18])(=[O:14])=[O:15])[C:21]([O:23][CH2:24][CH3:25])=[O:22] |^1:47|. Procedure details: Ethyl 2-(3-methyl-1-(trifluoromethylsulfonyloxy)naphthalen-2-yl)-2-oxoacetate (1.31 g, 3.3 mmol) was dissolved in toluene (20 mL) and cooled to −40° C. After stirring for 20 minutes, (R)-(+)-2-Methyl-CBS-oxazaborolidine (219 mg, 7.5 mmol) and catechol borane (750 μL, 7.04 mmol) were added and the mixture stirred at −40° C. After 2 hrs at −40° C. the reaction was quenched by the addition of 15% Na2CO3 (12 mL) and the mixture was allowed to warm to room temperature. The mixture was washed with 15%... Starting materials: ClC(=O)OCC (Ethyl chloroformate), C(C=C)OC=1C(=CC(=C(N)C1)F)Br (5-allyloxy-4-bromo-2-fluoroaniline), N1=CC=CC=C1 (pyridine). Solvent: C(Cl)Cl (methylene chloride). Conditions: temperature 10 celsius, time 3 hour. The product is C(C=C)OC=1C(=CC(=C(C1)NC(OCC)=O)F)Br (ethyl N-(5-allyloxy-4-bromo-2-fluorophenyl)carbamate). Isolated yield 98.5%. Reaction SMILES: Cl[C:2]([O:4][CH2:5][CH3:6])=[O:3].[CH2:7]([O:10][C:11]1[C:12]([Br:19])=[CH:13][C:14]([F:18])=[C:15]([CH:17]=1)[NH2:16])[CH:8]=[CH2:9].N1C=CC=CC=1>C(Cl)Cl>[CH2:7]([O:10][C:11]1[C:12]([Br:19])=[CH:13][C:14]([F:18])=[C:15]([NH:16][C:2](=[O:3])[O:4][CH2:5][CH3:6])[CH:17]=1)[CH:8]=[CH2:9]. Reported procedure: Ethyl chloroformate (5.97 g) was added dropwise to a solution of 5-allyloxy-4-bromo-2-fluoroaniline (12.3 g) and pyridine (7.90 g) in methylene chloride (100 ml) at 0° C., and the mixture was stirred at 10° C. for 3 hours. After the reaction, this was extracted with methylene chloride, then washed with diluted hydrochloric acid and an aqueous sodium hydrogencarbonate solution, and dried over anhydrous magnesium sulfate. Then, methylene chloride was distilled off to obtain to the objective ethyl ... Starting materials: O1CCN(CC1)CCCNC1=NNC2=CC=CC=C12 (3-(3-morpholinopropylamino)indazole), Cl (hydrogen chloride), C(C)OCC (diethyl ether). Solvent: C(C)O (ethyl alcohol). The product is Cl.O1CCN(CC1)CCCNC1=NNC2=CC=CC=C12 (3-(3-morpholinopropylamino)indazole hydrochloride). As a reaction SMILES: [O:1]1[CH2:6][CH2:5][N:4]([CH2:7][CH2:8][CH2:9][NH:10][C:11]2[C:19]3[C:14](=[CH:15][CH:16]=[CH:17][CH:18]=3)[NH:13][N:12]=2)[CH2:3][CH2:2]1.[ClH:20].C(OCC)C>C(O)C>[ClH:20].[O:1]1[CH2:6][CH2:5][N:4]([CH2:7][CH2:8][CH2:9][NH:10][C:11]2[C:19]3[C:14](=[CH:15][CH:16]=[CH:17][CH:18]=3)[NH:13][N:12]=2)[CH2:3][CH2:2]1 |f:4.5|. Reported procedure: In 15 ml of absolute ethyl alcohol was dissolved 1.0 g of the 3-(3-morpholinopropylamino)indazole, and into the solution was introduced dried hydrogen chloride gas under cooling with ice. Then to the solution was added anhydrous diethyl ether to separate crystals. The crystals were obtained by filtration and dried to give 3-(3-morpholinopropylamino)indazole hydrochloride having the following analytical value. Starting materials: C([O-])([O-])=O.[Na+].[Na+] (sodium carbonate), crystals, OC=1C=C(C=CC1O)C(Cl)C(=O)C(C1=CC(=C(C=C1)O)O)Cl (3,4-dihydroxyphenyl chloromethylketone), O=C1NC2=C(N1C1CCNCC1)C=CC=C2 (4-(2-oxobenzimidazolin-1-yl)piperidine), CCCl (hydrochloric ether). Reagents/catalysts: [I-].[Na+] (sodium iodide). Solvent: CC(=O)CC (methylethyl ketone), Cl (hydrochloride), CO (methanol). Product: Cl.OC=1C=C(C(CN2CCC(CC2)N2C(NC3=C2C=CC=C3)=O)=O)C=CC1O (1-(3,4-dihydroxy phenacyl)-4-(2-oxobenzimidazolin-1-yl)piperidine hydrochloride). Isolated yield 107.7%. As a reaction SMILES: OC1C=C(C([C:11]([CH:13](Cl)[C:14]2[CH:19]=[CH:18][C:17]([OH:20])=[C:16]([OH:21])[CH:15]=2)=O)[Cl:10])C=CC=1O.[O:23]=[C:24]1[N:28]([CH:29]2[CH2:34][CH2:33][NH:32][CH2:31][CH2:30]2)[C:27]2[CH:35]=[CH:36][CH:37]=[CH:38][C:26]=2[NH:25]1.C(=O)([O-])[O-:40].[Na+].[Na+].CCCl>CC(CC)=O.Cl.CO.[I-].[Na+]>[ClH:10].[OH:21][C:16]1[CH:15]=[C:14]([CH:19]=[CH:18][C:17]=1[OH:20])[C:13](=[O:40])[CH2:11][N:32]1[CH2:31][CH2:30][CH:29]([N:28]2[C:27]3[CH:35]=[CH:36][CH:37]=[CH:38][C:26]=3[NH:25][C:24]2=[O:23])[CH2:34][CH2:33]1 |f:2.3.4,9.10,11.12|. Reported procedure: A suspension of 6.87 g of 3,4-dihydroxyphenyl chloromethylketone (trade product) and 8 g of 4-(2-oxobenzimidazolin-1-yl)piperidine (trade product), M.P. 183°-185° C., in 640 ml of methylethyl ketone, in the presence of 1.95 g of dried sodium carbonate and 0.1 g of sodium iodide, was refluxed for 12 hours. After the completion of the reaction, the precipitate was filtered off and washed with water. After drying, there were obtained 14 g of raw base which is transformed in hydrochloride in methano... Starting materials: CN(C)CCN(C)CC(=O)OC(C)(C)C, Cl. The product is CN(C)CCN(C)CC(=O)O, Cl. Reaction SMILES: [CH3:1][N:2]([CH2:3][CH2:4][N:5]([CH2:6][C:7](=[O:8])[O:9][C:10]([CH3:11])([CH3:12])[CH3:13])[CH3:14])[CH3:15].[ClH:16]>>[CH3:1][N:2]([CH2:3][CH2:4][N:5]([CH2:6][C:7](=[O:8])[OH:9])[CH3:14])[CH3:15].[ClH:16]. The reactants are C(C)O[Si](CCC\C(=C(/C(=O)[O-])\CCC[Si](OCC)(OCC)OCC)\C(=O)[O-])(OCC)OCC (bis(3-triethoxysilylpropyl)fumarate), CC1=CC=CC=C1CN2CCC(CC2)N3CCC(CC3)N4C5=CC=CC=C5NC4=O (TBPB), C(C)O[Si](CCC\C(=C(/C(=O)[O-])\CCC[Si](OCC)(OCC)OCC)\C(=O)[O-])(OCC)OCC (bis(3-triethoxysilylpropyl)fumarate), C(C)O[Si](CCC\C(=C(/C(=O)[O-])\CCC[Si](OCC)(OCC)OCC)\C(=O)[O-])(OCC)OCC (bis(3-triethoxysilylpropyl)fumarate), C(CCC)N(CCCC)CCCC (tributylamine), CC1=CC=CC=C1CN2CCC(CC2)N3CCC(CC3)N4C5=CC=CC=C5NC4=O (TBPB). The reagents and catalysts are CCCC[N+](CCCC)(CCCC)CCCC.[Br-] (TBAB), CCCC[N+](CCCC)(CCCC)CCCC.[Br-] (TBAB), CCCC[N+](CCCC)(CCCC)CCCC.[Br-] (TBAB), CCCC[N+](CCCC)(CCCC)CCCC.[Br-] (TBAB), CCCC[N+](CCCC)(CCCC)CCCC.[Br-] (TBAB), CCCC[N+](CCCC)(CCCC)CCCC.[Br-] (TBAB). Run at time 3 hour. The product is C1CCC2=NCCCN2CC1 (DBU), CC1=CC=CC=C1CN2CCC(CC2)N3CCC(CC3)N4C5=CC=CC=C5NC4=O (TBPB). As a reaction SMILES: C(O[Si](OCC)(OCC)CCC/C(/C([O-])=O)=C(/CCC[Si](OCC)(OCC)OCC)\C([O-])=O)C.C(N(CCCC)CCCC)CCC.[CH3:48][C:49]1[C:54]([CH2:55][N:56]2[CH2:61][CH2:60][CH:59]([N:62]3[CH2:67][CH2:66][CH:65]([N:68]4[C:76](=[O:77])[NH:75][C:74]5[C:69]4=[CH:70][CH:71]=[CH:72][CH:73]=5)[CH2:64][CH2:63]3)[CH2:58][CH2:57]2)=[CH:53][CH:52]=[CH:51][CH:50]=1>CCCC[N+](CCCC)(CCCC)CCCC.[Br-]>[CH2:71]1[CH2:70][CH2:69][N:68]2[C:76](=[N:75][CH2:74][CH2:66][CH2:65]2)[CH2:73][CH2:72]1.[CH3:48][C:49]1[C:54]([CH2:55][N:56]2[CH2:57][CH2:58][CH:59]([N:62]3[CH2:67][CH2:66][CH:65]([N:68]4[C:76](=[O:77])[NH:75][C:74]5[C:69]4=[CH:70][CH:71]=[CH:72][CH:73]=5)[CH2:64][CH2:63]3)[CH2:60][CH2:61]2)=[CH:53][CH:52]=[CH:51][CH:50]=1 |f:3.4|. Procedure: All the GC area % values in 3 hours were low, suggesting that the reaction was sluggish even at 140° C. and in the presence of catalysts. When 4 mol % of TBAB was used as the catalyst in Batch 2, the GC area % of bis(3-triethoxysilylpropyl)fumarate decreased from 10.8% in 3 hours to 5.0% in 18 hours. This resulted from quick degradation of TBAB in the first 3 hours at 140° C., as evidenced with a strong GC signal of the degradation product, tributylamine. Thus, TBAB was not a suitable catalyst f... The reactants are CNS(=O)(=O)c1cccc(CN)c1, CCN(C(C)C)C(C)C, Cl, CN(C)C=O, Cc1nc(-c2cccnc2)ncc1C(=O)O. Product: CNS(=O)(=O)c1cccc(CNC(=O)c2cnc(-c3cccnc3)nc2C)c1. RXN SMILES: [CH3:27][NH:28][S:29](=[O:30])(=[O:31])[c:32]1[cH:33][c:34]([CH2:35][NH2:36])[cH:37][cH:38][cH:39]1.[CH:17]([N:18]([CH:19]([CH3:20])[CH3:21])[CH2:22][CH3:23])([CH3:24])[CH3:25].[ClH:26].[O:40]=[CH:41][N:42]([CH3:43])[CH3:44].[n:1]1[cH:2][c:3](-[c:7]2[n:8][cH:9][c:10]([C:14](=[O:15])[OH:16])[c:11]([CH3:13])[n:12]2)[cH:4][cH:5][cH:6]1>>[n:1]1[cH:2][c:3](-[c:7]2[n:8][cH:9][c:10]([C:14](=[O:16])[NH:36][CH2:35][c:34]3[cH:33][c:32]([S:29]([NH:28][CH3:27])(=[O:30])=[O:31])[cH:39][cH:38][cH:37]3)[c:11]([CH3:13])[n:12]2)[cH:4][cH:5][cH:6]1. Starting materials: COc1ccc2cc(C(=O)c3c[nH]cn3)ccc2c1C(C)O[Si](C)(C)C(C)(C)C, COc1ccc2cc(C(=O)c3cn(C(c4ccccc4)(c4ccccc4)c4ccccc4)cn3)ccc2c1C(C)O[Si](C)(C)C(C)(C)C, CO, Cl, c1ccncc1. The product is COc1ccc2cc(C(O)(c3c[nH]cn3)C(C)C)ccc2c1C(C)O[Si](C)(C)C(C)(C)C. RXN SMILES: [C:1]([CH3:2])([CH3:3])([CH3:4])[Si:5]([O:6][CH:7]([CH3:8])[c:9]1[c:10]2[cH:11][cH:12][c:13]([C:21](=[O:22])[c:23]3[n:24][cH:25][nH:26][cH:27]3)[cH:14][c:15]2[cH:16][cH:17][c:18]1[O:19][CH3:20])([CH3:28])[CH3:29].[C:30]([CH3:31])([CH3:32])([Si:33]([CH3:34])([CH3:35])[O:36][CH:37]([c:38]1[c:39]([O:40][CH3:41])[cH:42][cH:43][c:44]2[c:45]1[cH:46][cH:47][c:48]([C:49]([c:50]1[n:51][cH:52][n:53]([C:54]([c:55]3[cH:56][cH:57][cH:58][cH:59][cH:60]3)([c:61]3[cH:62][cH:63][cH:64][cH:65][cH:66]3)[c:67]3[cH:68][cH:69][cH:70][cH:71][cH:72]3)[cH:73]1)=[O:74])[cH:75]2)[CH3:76])[CH3:77].[CH3:85][OH:86].[ClH:78].[n:79]1[cH:80][cH:81][cH:82][cH:83][cH:84]1>>[C:1]([CH3:2])([CH3:3])([CH3:4])[Si:5]([O:6][CH:7]([CH3:8])[c:9]1[c:10]2[cH:11][cH:12][c:13]([C:21]([OH:22])([c:23]3[n:24][cH:25][nH:26][cH:27]3)[CH:30]([CH3:31])[CH3:32])[cH:14][c:15]2[cH:16][cH:17][c:18]1[O:19][CH3:20])([CH3:28])[CH3:29]. The reactants are NC(=O)N (aminoketone), [Br-].C(C)(=O)C1=NC=CC=C1.N1=C[CH2+]=CC=C1 (3-pyridinium acetyl pyridine bromide). Product: C(C)(=O)C=1C=NC=CC1 (3-acetyl pyridine), BrCC(=O)C=1C=NC=CC1 (3-bromoacetyl pyridine). Reaction SMILES: NC(N)=O.[Br-:5].[C:6](C1C=CC=CN=1)(=[O:8])[CH3:7].[N:15]1[CH:20]=[CH:19][CH:18]=[CH2+:17][CH:16]=1>>[C:6]([C:17]1[CH:16]=[N:15][CH:20]=[CH:19][CH:18]=1)(=[O:8])[CH3:7].[Br:5][CH2:7][C:6]([C:17]1[CH:16]=[N:15][CH:20]=[CH:19][CH:18]=1)=[O:8] |f:1.2.3|. Procedure: Furthermore, it is known that 2,6-bis(2'-pyridyl)-pyridine is formed as a byproduct besides 2-(2'-pyridyl)-pyridine in the reaction of pyridine with potassium peroxydisulfate (East German Patent No. 23,118) or with pyridine-N-oxide in the presence of Pd-Pt-catalysts (Yakugaku Zasshi Vol. 93 (1973) pages 144-148). Also in the heating of pyridine in the presence of Raney nickel there is formed as byproduct 2,6-bis(2'-pyridyl)-pyridine and in the same manner there is formed in the heating of substi... Starting materials: OCCN(CCCO)SC(C1=CC=CC=C1)(C1=CC=CC=C1)C1=CC=CC=C1 (N-(2-hydroxyethyl)-N-tritylsulfenyl-3-amino-1-propanol), C1(=CC=C(C=C1)S(=O)(=O)Cl)C (p-Toluensufonylchloride). Run in N1=CC=CC=C1 (pyridine), C(Cl)Cl (CH2Cl2). The product is C1(=CC=C(C=C1)S(=O)(=O)CCN(CCCOS(=O)(=O)C1=CC=C(C=C1)C)SC(C1=CC=CC=C1)(C1=CC=CC=C1)C1=CC=CC=C1)C (N-(2-p-Toluenesulfonylethyl)-N-tritylsulfenyl-3-amino-1-O-p-toluenesulfonylpropanol). RXN SMILES: O[CH2:2][CH2:3][N:4]([S:9][C:10]([C:23]1[CH:28]=[CH:27][CH:26]=[CH:25][CH:24]=1)([C:17]1[CH:22]=[CH:21][CH:20]=[CH:19][CH:18]=1)[C:11]1[CH:16]=[CH:15][CH:14]=[CH:13][CH:12]=1)[CH2:5][CH2:6][CH2:7][OH:8].[C:29]1([CH3:39])[CH:34]=[CH:33][C:32]([S:35](Cl)(=[O:37])=[O:36])=[CH:31][CH:30]=1>N1C=CC=CC=1.C(Cl)Cl>[C:29]1([CH3:39])[CH:34]=[CH:33][C:32]([S:35]([CH2:2][CH2:3][N:4]([S:9][C:10]([C:23]2[CH:24]=[CH:25][CH:26]=[CH:27][CH:28]=2)([C:11]2[CH:12]=[CH:13][CH:14]=[CH:15][CH:16]=2)[C:17]2[CH:22]=[CH:21][CH:20]=[CH:19][CH:18]=2)[CH2:5][CH2:6][CH2:7][O:8][S:35]([C:32]2[CH:33]=[CH:34][C:29]([CH3:39])=[CH:30][CH:31]=2)(=[O:37])=[O:36])(=[O:37])=[O:36])=[CH:31][CH:30]=1. Reported procedure: N-(2-hydroxyethyl)-N-tritylsulfenyl-3-amino-1-propanol (5.0 g, 12.64 mmol) is dissolved in pyridine (100 mL) and cooled to 0° C. p-Toluensufonylchloride (2.65 g, 13.9 mmol) is dissolve in CH2Cl2 (50 mL) and added to the reaction mixture at 0° C. via dropping funnel. The reaction is monitored by TLC to completion. The reaction mixture is concentrated in vacuo and the resultant residue is dissolved in EtOAc and washed with H2O (3×50 mL) and brine (2×50 mL). The EtOAc is dried (MgSO4), filtered and...